The task is: describe an organic reaction: reactants, conditions, products, and yield. This data is from the Open Reaction Database (ORD), a public repository of structured organic reaction records. Yield: 101.7%. Solvent: CCOCC (ether), CCOCC (ether), ClCCl (dichloromethane), ClCCl (dichloromethane). Reaction conditions: time 1 hour. As a reaction SMILES: [NH:1]1[CH2:6][CH2:5][O:4][CH2:3][CH2:2]1.Br[CH2:8][C:9]([C:11]1[CH:16]=[CH:15][CH:14]=[C:13]([Br:17])[CH:12]=1)=[O:10]>CCOCC.ClCCl>[Br:17][C:13]1[CH:12]=[C:11]([C:9](=[O:10])[CH2:8][N:1]2[CH2:6][CH2:5][O:4][CH2:3][CH2:2]2)[CH:16]=[CH:15][CH:14]=1. The product is BrC=1C=C(C=CC1)C(CN1CCOCC1)=O (1-(3-bromophenyl)-2-(4-morpholinyl)ethanone). Procedure: To a solution of morpholine (4.72 mL, 54.0 mmol) in ether (40 mL) cooled at 0° C., was added dropwise 2-bromo-1-(3-bromophenyl)ethanone (7.53 g, 27.0 mmol) in a mixture of ether (100 mL) and dichloromethane (100 mL). The reaction mixture was then warmed to room temperature, stirred at room temperature for 1 h, and concentrated under reduced pressure to give white solid. The white solid was dissolved in dichloromethane (200 mL) and washed with 5% NaHCO3 (200 mL) and brine (200 mL). The organic la... The reactants are N1CCOCC1 (morpholine), BrCC(=O)C1=CC(=CC=C1)Br (2-bromo-1-(3-bromophenyl)ethanone). Reactants: ClC=1C=C2C=C(NC2=CC1)C(=O)O (5-chloroindole-2-carboxylic acid), CC(CC1CCNCC1)(C)O (2-methyl-1-(piperidin-4-yl)-2-propanol), Cl.C(C)N=C=NCCCN(C)C (1-ethyl-3-(dimethylaminopropyl)carbodiimide hydrochloride), ON1N=NC2=C1C=CC=C2 (1-hydroxybenzotriazole), Cl (hydrochloric acid). Run in CN(C)C=O (DMF). Conditions: time 1 day. Yields the product ClC=1C=C2C=C(NC2=CC1)C(=O)N1CCC(CC1)CC(C)(O)C (1-{1-[(5-chloro-1H-indol-2-yl)carbonyl]piperidin-4-yl}-2-methylpropan-2-ol). The yield is 42.3%. Reaction SMILES: [Cl:1][C:2]1[CH:3]=[C:4]2[C:8](=[CH:9][CH:10]=1)[NH:7][C:6]([C:11]([OH:13])=O)=[CH:5]2.[CH3:14][C:15]([OH:24])([CH3:23])[CH2:16][CH:17]1[CH2:22][CH2:21][NH:20][CH2:19][CH2:18]1.Cl.C(N=C=NCCCN(C)C)C.ON1C2C=CC=CC=2N=N1.Cl>CN(C=O)C>[Cl:1][C:2]1[CH:3]=[C:4]2[C:8](=[CH:9][CH:10]=1)[NH:7][C:6]([C:11]([N:20]1[CH2:21][CH2:22][CH:17]([CH2:16][C:15]([CH3:23])([OH:24])[CH3:14])[CH2:18][CH2:19]1)=[O:13])=[CH:5]2 |f:2.3|. Procedure: To a solution of 370 mg of 5-chloroindole-2-carboxylic acid and 300 mg of 2-methyl-1-(piperidin-4-yl)-2-propanol in 8 mL of DMF were added 360 mg of 1-ethyl-3-(dimethylaminopropyl)carbodiimide hydrochloride and 250 mg of 1-hydroxybenzotriazole, followed by stirring at room temperature for 1 day. 0.5M aqueous hydrochloric acid was added to the reaction liquid, followed by extraction with ethyl acetate. The organic layer was washed with 0.5 M aqueous sodium hydroxide solution and saturated aqueous... The reactants are COC(=O)C=1N(C(C2=CC=C(C=C2C1C1=CC=CC=C1)Br)=O)CC1=CC=C(C=C1)S(=O)(=O)C (6-bromo-2-(4-methanesulfonylbenzyl)-1-oxo-4-phenyl-1,2-dihydroisoquinoline-3-carboxylic acid methyl ester). The reagents and catalysts are [C].[Pd] (palladium carbon). Run in CO (methanol). Reaction conditions: time 1 hour. Product: COC(=O)C=1N(C(C2=CC=CC=C2C1C1=CC=CC=C1)=O)CC1=CC=C(C=C1)S(=O)(=O)C (2-(4-methanesulfonylbenzyl)-1-oxo-4-phenyl-1,2-dihydroisoquinoline-3-carboxylic acid methyl ester). The yield is 74.7%. Reaction SMILES: [CH3:1][O:2][C:3]([C:5]1[N:6]([CH2:23][C:24]2[CH:29]=[CH:28][C:27]([S:30]([CH3:33])(=[O:32])=[O:31])=[CH:26][CH:25]=2)[C:7](=[O:22])[C:8]2[C:13]([C:14]=1[C:15]1[CH:20]=[CH:19][CH:18]=[CH:17][CH:16]=1)=[CH:12][C:11](Br)=[CH:10][CH:9]=2)=[O:4]>[C].[Pd].CO>[CH3:1][O:2][C:3]([C:5]1[N:6]([CH2:23][C:24]2[CH:25]=[CH:26][C:27]([S:30]([CH3:33])(=[O:32])=[O:31])=[CH:28][CH:29]=2)[C:7](=[O:22])[C:8]2[C:13]([C:14]=1[C:15]1[CH:20]=[CH:19][CH:18]=[CH:17][CH:16]=1)=[CH:12][CH:11]=[CH:10][CH:9]=2)=[O:4] |f:1.2|. Procedure details: A mixture of 6-bromo-2-(4-methanesulfonylbenzyl)-1-oxo-4-phenyl-1,2-dihydroisoquinoline-3-carboxylic acid methyl ester (200 mg) obtained in Example 94, 10% palladium carbon (20 mg) and methanol (4 ml) was stirred under a hydrogen atmosphere for 1 hr. The catalyst was removed by filtration, and the filtrate was concentrated under reduced pressure to give the title compound (127 mg) as a colorless powder. Run at time 2 hour. Yields the product C(C)(C)(C)C=1N=C(SC1)C=1OC2=C(C1)C=C(C=C2)CCCO (3-[2-(4-tert-butylthiazol-2-yl)benzofuran-5-yl]propanol). Isolated yield 73.2%. Reactants: [H-].[Al+3].[Li+].[H-].[H-].[H-] (Lithium aluminium hydride), C(C)(C)(C)C=1N=C(SC1)C=1OC2=C(C1)C=C(C=C2)CCC(=O)OCC (ethyl 3-[2-(4-tert-butylthiazol-2-yl)benzofuran-5-yl]propionate), O (water). Run in O1CCCC1 (tetrahydrofuran). RXN SMILES: [H-].[Al+3].[Li+].[H-].[H-].[H-].[C:7]([C:11]1[N:12]=[C:13]([C:16]2[O:17][C:18]3[CH:24]=[CH:23][C:22]([CH2:25][CH2:26][C:27](OCC)=[O:28])=[CH:21][C:19]=3[CH:20]=2)[S:14][CH:15]=1)([CH3:10])([CH3:9])[CH3:8].O>O1CCCC1>[C:7]([C:11]1[N:12]=[C:13]([C:16]2[O:17][C:18]3[CH:24]=[CH:23][C:22]([CH2:25][CH2:26][CH2:27][OH:28])=[CH:21][C:19]=3[CH:20]=2)[S:14][CH:15]=1)([CH3:10])([CH3:8])[CH3:9] |f:0.1.2.3.4.5|. Procedure: Lithium aluminium hydride (0.14 g) was added to a solution of ethyl 3-[2-(4-tert-butylthiazol-2-yl)benzofuran-5-yl]propionate (0.65 g) in tetrahydrofuran (10 ml) at room temperature under an inert atmosphere. After the mixture was stirred for 2 hours, water was added to the mixture. The resulting precipitates were filtered off and the filtrate was extracted with ethyl acetate. The organic layer was washed with brine, dried over magnesium sulfate and concentrated under reduced pressure to give 3-... Starting materials: NCC=1C=NC=CC1 (3-(aminomethyl)pyridine), CN1N=CC(=C1)CN ((1-methyl-1H-pyrazol-4-yl)methylamine), FC1=CC=C(CN2N=CN(C2=O)C2=CC(=C(S2)C(=O)O)C)C=C1 (5-(1-(4-fluorobenzyl)-5-oxo-1H-1,2,4-triazol-4(5H)-yl)-3-methylthiophene-2-carboxylic acid). Reported procedure: Following the procedure as described in Example 31, making variations as required to replace 3-(aminomethyl)pyridine with (1-methyl-1H-pyrazol-4-yl)methylamine to react with 5-(1-(4-fluorobenzyl)-5-oxo-1H-1,2,4-triazol-4(5H)-yl)-3-methylthiophene-2-carboxylic acid, the title compound was obtained as a colorless solid in 80% yield: mp 168-170° C.; 1H NMR (300 MHz, CDCl3) δ 7.71 (s, 1H), 7.44 (s, 1H), 7.39 (s, 1H), 7.40-7.33 (m, 2H), 7.06-6.98 (m, 2H), 6.86 (s, 1H), 6.02 (t, J=5.0 Hz, 1H), 4.95 (s... Isolated yield 80.0%. The product is FC1=CC=C(CN2N=CN(C2=O)C2=CC(=C(S2)C(=O)NCC=2C=NN(C2)C)C)C=C1 (5-(1-(4-fluorobenzyl)-5-oxo-1H-1,2,4-triazol-4(5H)-yl)-3-methyl-N-((1-methyl-1H-pyrazol-4-yl)methyl)thiophene-2-carboxamide). As a reaction SMILES: NCC1C=NC=CC=1.[CH3:9][N:10]1[CH:14]=[C:13]([CH2:15][NH2:16])[CH:12]=[N:11]1.[F:17][C:18]1[CH:39]=[CH:38][C:21]([CH2:22][N:23]2[C:27](=[O:28])[N:26]([C:29]3[S:33][C:32]([C:34](O)=[O:35])=[C:31]([CH3:37])[CH:30]=3)[CH:25]=[N:24]2)=[CH:20][CH:19]=1>>[F:17][C:18]1[CH:39]=[CH:38][C:21]([CH2:22][N:23]2[C:27](=[O:28])[N:26]([C:29]3[S:33][C:32]([C:34]([NH:16][CH2:15][C:13]4[CH:12]=[N:11][N:10]([CH3:9])[CH:14]=4)=[O:35])=[C:31]([CH3:37])[CH:30]=3)[CH:25]=[N:24]2)=[CH:20][CH:19]=1. Starting materials: ClC1=C(C(=CC=C1)Cl)CS(=O)(=O)C=1C=C2/C(/C(NC2=CC1)=O)=C/C1=C(C(=C(N1)C)C(=O)O)C (5-[5-(2,6-dichloro-phenylmethanesulfonyl)-2-oxo-1,2-dihydro-indol-(3Z)-ylidenemethyl]-2,4-dimethyl-1H-pyrrole-3-carboxylic acid), C1(CC1)N(C[C@H]1NCCC1)C (cyclopropyl-methyl-(S)-1-pyrrolidin-2-ylmethyl-amine), C=1C=CC2=C(C1)N=NN2O (HOBt), CCN=C=NCCCN(C)C (EDAC), TEA. The solvent is CN(C)C=O (DMF). Conditions: time 48 hour. Yields the product C1(CC1)N(C)C[C@H]1N(CCC1)C(=O)C=1C(=C(NC1C)\C=C\1/C(NC2=CC=C(C=C12)S(=O)(=O)CC1=C(C=CC=C1Cl)Cl)=O)C (3-[1-(4-{(S)-2-[(Cyclopropyl-methyl-amino)-methyl]-pyrrolidine-1-carbonyl}-3,5-dimethyl-1H-pyrrol-2-yl)-meth-(Z)-ylidene]-5-(2,6-dichlorophenylmethanesulfonyl)-1,3-dihydro-indol-2-one). RXN SMILES: [Cl:1][C:2]1[CH:7]=[CH:6][CH:5]=[C:4]([Cl:8])[C:3]=1[CH2:9][S:10]([C:13]1[CH:14]=[C:15]2[C:19](=[CH:20][CH:21]=1)[NH:18][C:17](=[O:22])/[C:16]/2=[CH:23]\[C:24]1[NH:28][C:27]([CH3:29])=[C:26]([C:30]([OH:32])=O)[C:25]=1[CH3:33])(=[O:12])=[O:11].[CH:34]1([N:37]([CH3:44])[CH2:38][C@@H:39]2[CH2:43][CH2:42][CH2:41][NH:40]2)[CH2:36][CH2:35]1.C1C=CC2N(O)N=NC=2C=1.CCN=C=NCCCN(C)C>CN(C=O)C>[CH:34]1([N:37]([CH2:38][C@@H:39]2[CH2:43][CH2:42][CH2:41][N:40]2[C:30]([C:26]2[C:25]([CH3:33])=[C:24](/[CH:23]=[C:16]3\[C:17](=[O:22])[NH:18][C:19]4[C:15]\3=[CH:14][C:13]([S:10]([CH2:9][C:3]3[C:4]([Cl:8])=[CH:5][CH:6]=[CH:7][C:2]=3[Cl:1])(=[O:11])=[O:12])=[CH:21][CH:20]=4)[NH:28][C:27]=2[CH3:29])=[O:32])[CH3:44])[CH2:35][CH2:36]1. Procedure details: A mixture of 5-[5-(2,6-dichloro-phenylmethanesulfonyl)-2-oxo-1,2-dihydro-indol-(3Z)-ylidenemethyl]-2,4-dimethyl-1H-pyrrole-3-carboxylic acid (165 mg, 0.33 mmol), cyclopropyl-methyl-(S)-1-pyrrolidin-2-ylmethyl-amine (65 mg, 0.46 mmol), HOBt (687 mg, 0.5 mmol), EDAC (101 mg, 0.53 mmol) and TEA (0.1 mL) in DMF (4 mL) was stirred at rt for 48 hours. The reaction was concentrated, diluted with sodium bicarbonate, extracted with DCM. The combined DCM was dried, concentrated and purified on a silica ge... Reactants: C(C)(C)(C)OC(=O)N1CCC(CC1)(C)N (4-Amino-4-methyl-piperidine-1-carboxylic acid tert-butyl ester), ClC(=O)OCC1=CC=CC=C1 (benzyl chloroformate). Run in C(=O)(C(F)(F)F)O (TFA), O1CCOCC1 (dioxane), [OH-].[Na+] (NaOH). Run at time 3 hour. Product: C(C1=CC=CC=C1)OC(NC1(CCNCC1)C)=O ((4-Methyl-piperidin-4-yl)-carbamic acid benzyl ester). Yield: 62.9%. As a reaction SMILES: C(OC([N:8]1[CH2:13][CH2:12][C:11]([NH2:15])([CH3:14])[CH2:10][CH2:9]1)=O)(C)(C)C.Cl[C:17]([O:19][CH2:20][C:21]1[CH:26]=[CH:25][CH:24]=[CH:23][CH:22]=1)=[O:18]>O1CCOCC1.[OH-].[Na+].C(O)(C(F)(F)F)=O>[CH2:20]([O:19][C:17](=[O:18])[NH:15][C:11]1([CH3:14])[CH2:10][CH2:9][NH:8][CH2:13][CH2:12]1)[C:21]1[CH:26]=[CH:25][CH:24]=[CH:23][CH:22]=1 |f:3.4|. Reported procedure: 4-Amino-4-methyl-piperidine-1-carboxylic acid tert-butyl ester 80E (4.19 g, 19.6 mMol) was dissolved in a solution of 50 mL of dioxane and 20 mL of aqueous 2 N NaOH under an atmosphere of dry N2. To this solution was slowly added benzyl chloroformate (5.6 mL, 39 mMol) and the reaction was stirred for 3 hours at ambient temperature. The reaction mixture was concentrated under vacuum. The reaction mixture was dissolved in DCM and successively washed three with aqueous 1 N NaOH. The DCM layer was d...